From a dataset of the Open Reaction Database (ORD), a public repository of structured organic reaction records. describe an organic reaction: reactants, conditions, products, and yield Reactants: C([O-])(O)=O.[Na+] (sodium bicarbonate), N[C@H]1[C@H]2SCC(=C(N2C1=O)C(=O)O)/C=C\1/C(N(CC1)CC1CC1)=O ((E)-(6R,7R)-7-amino-3-(1-cyclopropylmethyl-2-oxo-pyrrolidin-3-ylidenemethyl)-8-oxo-5-thia-1-azabicyclo-[4.2.0]oct-2-ene-2-carboxylic acid), S1C(=CC=C1)CC(=O)Cl (2-thiopheneacetyl chloride). Solvent: CN(C=O)C (N,N-dimethylformamide). Reaction conditions: temperature 0 celsius. The product is C1(CC1)CN1C(\C(\CC1)=C\C1=C(N2C([C@H]([C@H]2SC1)NC(CC=1SC=CC1)=O)=O)C(=O)O)=O ((E)-(6R,7R)-3-(1-Cyclopropylmethyl-2-oxo-pyrrolidin-3-ylidenemethyl)-8-oxo-7-(2-thiophen-2-yl-acetylamino)-5-thia-1-aza-bicyclo[4.2.0]oct-2-ene-2-carboxylic acid). Reaction SMILES: [NH2:1][C@@H:2]1[C:9](=[O:10])[N:8]2[C@@H:3]1[S:4][CH2:5][C:6](/[CH:14]=[C:15]1/[C:16](=[O:24])[N:17]([CH2:20][CH:21]3[CH2:23][CH2:22]3)[CH2:18][CH2:19]/1)=[C:7]2[C:11]([OH:13])=[O:12].C(=O)(O)[O-].[Na+].[S:30]1[CH:34]=[CH:33][CH:32]=[C:31]1[CH2:35][C:36](Cl)=[O:37]>CN(C)C=O>[CH:21]1([CH2:20][N:17]2[CH2:18][CH2:19]/[C:15](=[CH:14]\[C:6]3[CH2:5][S:4][C@H:3]4[N:8]([C:9](=[O:10])[C@H:2]4[NH:1][C:36](=[O:37])[CH2:35][C:31]4[S:30][CH:34]=[CH:33][CH:32]=4)[C:7]=3[C:11]([OH:13])=[O:12])/[C:16]2=[O:24])[CH2:23][CH2:22]1 |f:1.2|. Reported procedure: To a suspension of 300.0 mg (0.86 mmol) (E)-(6R,7R)-7-amino-3-(1-cyclopropylmethyl-2-oxo-pyrrolidin-3-ylidenemethyl)-8-oxo-5-thia-1-azabicyclo-[4.2.0]oct-2-ene-2-carboxylic acid in 8 ml N,N-dimethylformamide was added 80.0 mg (0.95 mmol) sodium bicarbonate. After cooling to 0° C. 101.0 μl (0.95 mmol) 2-thiopheneacetyl chloride were added. After 1.5 h the solvent was stripped off at a rotary evaporator and the residue was poured on diethyl ether. The solid was collected by filtration and was trit... Reactants: [Si](C)(C)(C(C)(C)C)OCCONC(C1=C(C(=C(C(=C1)C=O)F)F)NC1=C(C=C(C=C1)I)F)=O (N-[2-(Tert-butyldimethylsilanyloxy)-ethoxy]-3,4-difluoro-2-(2-fluoro-4-iodophenylamino)-5-formyl-benzamide), crude product, O.C1(=CC=C(C=C1)S(=O)(=O)O)C (p-toluenesulfonic acid monohydrate). Run in O1CCCC1 (tetrahydrofuran), O (water). Run at time 12 hour. Product: FC=1C(=C(C(=O)NOCCO)C=C(C1F)C=O)NC1=C(C=C(C=C1)I)F (3,4-difluoro-2-(2-fluoro-4-iodo-phenylamino)-5-formyl-N-(2-hydroxy-ethoxy)-benzamide). Yield: 72.0%. As a reaction SMILES: [Si]([O:8][CH2:9][CH2:10][O:11][NH:12][C:13](=[O:33])[C:14]1[CH:19]=[C:18]([CH:20]=[O:21])[C:17]([F:22])=[C:16]([F:23])[C:15]=1[NH:24][C:25]1[CH:30]=[CH:29][C:28]([I:31])=[CH:27][C:26]=1[F:32])(C(C)(C)C)(C)C.O.C1(C)C=CC(S(O)(=O)=O)=CC=1>O1CCCC1.O>[F:23][C:16]1[C:15]([NH:24][C:25]2[CH:30]=[CH:29][C:28]([I:31])=[CH:27][C:26]=2[F:32])=[C:14]([CH:19]=[C:18]([CH:20]=[O:21])[C:17]=1[F:22])[C:13]([NH:12][O:11][CH2:10][CH2:9][OH:8])=[O:33] |f:1.2|. Procedure details: N-[2-(Tert-butyldimethylsilanyloxy)-ethoxy]-3,4-difluoro-2-(2-fluoro-4-iodophenylamino)-5-formyl-benzamide (37.1 g as a crude product containing the desilylated product) prepared in Step E was dissolved in a mixed solvent of tetrahydrofuran (200 ml) and water (16 ml). To this solution, p-toluenesulfonic acid monohydrate (1.76 g, 9.25 mmol) was added, and the mixture was stirred at room temperature for 12 hours. The reaction mixture was extracted with ethyl acetate, and the organic layer was wash... Starting materials: CCOC(=O)C1CN(CCCc2c[nH]c3ccc(-n4cnnc4)cc23)CCN1C(=O)OC(C)(C)C, CCO, [Na+], [OH-]. RXN SMILES: [CH2:1]([CH3:2])[O:3][C:4](=[O:5])[CH:6]1[CH2:7][N:8]([CH2:19][CH2:20][CH2:21][c:22]2[cH:23][nH:24][c:25]3[cH:26][cH:27][c:28](-[n:31]4[cH:32][n:33][n:34][cH:35]4)[cH:29][c:30]23)[CH2:9][CH2:10][N:11]1[C:12](=[O:13])[O:14][C:15]([CH3:16])([CH3:17])[CH3:18].[CH3:38][CH2:39][OH:40].[Na+:37].[OH-:36]>>[O:3]=[C:4]([OH:5])[CH:6]1[CH2:7][N:8]([CH2:19][CH2:20][CH2:21][c:22]2[cH:23][nH:24][c:25]3[cH:26][cH:27][c:28](-[n:31]4[cH:32][n:33][n:34][cH:35]4)[cH:29][c:30]23)[CH2:9][CH2:10][N:11]1[C:12](=[O:13])[O:14][C:15]([CH3:16])([CH3:17])[CH3:18]. Yields the product CC(C)(C)OC(=O)N1CCN(CCCc2c[nH]c3ccc(-n4cnnc4)cc23)CC1C(=O)O. Starting materials: CC1=C(C=CC(=C1)C2=CSC(=N2)N)F (2-amino-4-(4′-fluoro-3′-methyl)phenylthiazole), ClC1=C(C(=CC(=C1)Cl)Cl)S(=O)(=O)Cl (2,4,6-trichlorobenzenesulfonyl chloride). Yields the product ClC1=C(C(=CC(=C1)Cl)Cl)S(=O)(=O)NC=1SC=C(N1)C1=CC(=C(C=C1)F)C (2,4,6-Trichloro-N-[4-(4-fluoro-3-methylphenyl)-1,3-thiazol-2-yl]benzenesulfonamide), solid. RXN SMILES: [CH3:1][C:2]1[CH:7]=[C:6]([C:8]2[N:12]=[C:11]([NH2:13])[S:10][CH:9]=2)[CH:5]=[CH:4][C:3]=1[F:14].[Cl:15][C:16]1[CH:21]=[C:20]([Cl:22])[CH:19]=[C:18]([Cl:23])[C:17]=1[S:24](Cl)(=[O:26])=[O:25]>>[Cl:15][C:16]1[CH:21]=[C:20]([Cl:22])[CH:19]=[C:18]([Cl:23])[C:17]=1[S:24]([NH:13][C:11]1[S:10][CH:9]=[C:8]([C:6]2[CH:5]=[CH:4][C:3]([F:14])=[C:2]([CH3:1])[CH:7]=2)[N:12]=1)(=[O:26])=[O:25]. Procedure details: The title compound was prepared from 2-amino-4-(4′-fluoro-3′-methyl)phenylthiazole and 2,4,6-trichlorobenzenesulfonyl chloride as described in the synthetic METHOD B to give a white solid (50.9 mg) with purity >90%: MS (pos) m/z 451.0, 453.0, 455.0; HRMS m/z 449.9218 (calc. of monoisotopic mass for C16H10Cl3FN2O2S2 gives 449.9233). Reactants: S1C=CC=2CNCCC21 (4,5,6,7-Tetrahydrothieno[3,2-c]pyridine), BrBr (bromine). The solvent is C(Cl)(Cl)Cl (CHCl3). Reaction conditions: time 16 hour. The product is Br.BrC1=CC=2CNCCC2S1 (2-bromo-4,5,6,7-tetrahydrothieno[3,2-c]pyridine hydrobromide). Reaction SMILES: [S:1]1[C:9]2[CH2:8][CH2:7][NH:6][CH2:5][C:4]=2[CH:3]=[CH:2]1.[Br:10]Br>C(Cl)(Cl)Cl>[BrH:10].[Br:10][C:2]1[S:1][C:9]2[CH2:8][CH2:7][NH:6][CH2:5][C:4]=2[CH:3]=1 |f:3.4|. Procedure details: The product from Step 1 (9.57 g, 40 mmol) was dissolved in CHCl3 (150 mL) at 0° C. and treated with bromine (2.1 mL, 40 mmol) dropwise over 10 minutes. The mixture was stirred for 16 h at room temperature then filtered to afford the title compound as a solid.